This data is from the Open Reaction Database (ORD), a public repository of structured organic reaction records. The task is: describe an organic reaction: reactants, conditions, products, and yield The reactants are COC(CCCCCNC(=O)C1=C(NC(=C1C)C=NN=C1C(NC2=CC=C(C=C12)F)=O)C)=O (6-(5-(((5-fluoro-2-oxoindolin-3-ylidene)hydrazono)methyl)-2,4-dimethyl-1H-pyrrole-3-carboxamido)-hexanoic acid methyl ester), CO (CH3OH), solution, [Li+].[OH-] (LiOH), Cl (hydrochloric acid). The solvent is O (H2O). Reaction conditions: time 24 hour. The product is FC=1C=C2C(C(NC2=CC1)=O)=NN=CC1=C(C(=C(N1)C)C(=O)NCCCCCC(=O)O)C (6-(5-(((5-fluoro-2-oxoindolin-3-ylidene)hydrazono)methyl)-2,4-dimethyl-1H-pyrrole-3-carboxamido)-hexanoic acid). Yield: 36.9%. RXN SMILES: C[O:2][C:3](=[O:33])[CH2:4][CH2:5][CH2:6][CH2:7][CH2:8][NH:9][C:10]([C:12]1[C:16]([CH3:17])=[C:15]([CH:18]=[N:19][N:20]=[C:21]2[C:29]3[C:24](=[CH:25][CH:26]=[C:27]([F:30])[CH:28]=3)[NH:23][C:22]2=[O:31])[NH:14][C:13]=1[CH3:32])=[O:11].CO.[Li+].[OH-].Cl>O>[F:30][C:27]1[CH:28]=[C:29]2[C:24](=[CH:25][CH:26]=1)[NH:23][C:22](=[O:31])[C:21]2=[N:20][N:19]=[CH:18][C:15]1[NH:14][C:13]([CH3:32])=[C:12]([C:10]([NH:9][CH2:8][CH2:7][CH2:6][CH2:5][CH2:4][C:3]([OH:33])=[O:2])=[O:11])[C:16]=1[CH3:17] |f:2.3|. Procedure details: 6-(5-(((5-fluoro-2-oxoindolin-3-ylidene)hydrazono)methyl)-2,4-dimethyl-1H-pyrrole-3-carboxamido)-hexanoic acid methyl ester (455 mg, 1 mmol) and 300 ml of CH3OH were stirred at room temperature while 25 ml of 4 N solution of LiOH in H2O was added. The mixture was stirred for 24 hours at room temperature. The mixture is neutralized with concentrated hydrochloric acid to pH 7 and evaporated under vacuum to remove methanol. The residue was adjusted to pH 3 with concentrated hydrochloric acid. The s... Reactants: CO, [Na+], [OH-], O, COC(=O)COc1ccc(C(=O)CN2CCN(c3ccncc3)CC2)cc1. Yields the product O=C(O)COc1ccc(C(=O)CN2CCN(c3ccncc3)CC2)cc1. As a reaction SMILES: [CH3:30][OH:31].[Na+:29].[OH-:28].[OH2:32].[n:1]1[cH:2][cH:3][c:4]([N:7]2[CH2:8][CH2:9][N:10]([CH2:13][C:14](=[O:15])[c:16]3[cH:17][cH:18][c:19]([O:20][CH2:21][C:22](=[O:23])[O:24][CH3:25])[cH:26][cH:27]3)[CH2:11][CH2:12]2)[cH:5][cH:6]1>>[n:1]1[cH:2][cH:3][c:4]([N:7]2[CH2:8][CH2:9][N:10]([CH2:13][C:14](=[O:15])[c:16]3[cH:17][cH:18][c:19]([O:20][CH2:21][C:22](=[O:23])[OH:24])[cH:26][cH:27]3)[CH2:11][CH2:12]2)[cH:5][cH:6]1. Starting materials: COC(C1=CC(=CC=C1)C(C(CCC)Br)=O)=O (rac-3-(2-bromo-pentanoyl)-benzoic acid methyl ester), C(C)(=O)N (acetamide). Product: COC(C1=CC(=CC=C1)C=1N=C(OC1CCC)C)=O (3-(2-methyl-5-propyl-oxazol-4-yl)-benzoic acid methyl ester). The yield is 36.1%. Reaction SMILES: [CH3:1][O:2][C:3](=[O:17])[C:4]1[CH:9]=[CH:8][CH:7]=[C:6]([C:10](=O)[CH:11](Br)[CH2:12][CH2:13][CH3:14])[CH:5]=1.[C:18]([NH2:21])(=[O:20])[CH3:19]>>[CH3:1][O:2][C:3](=[O:17])[C:4]1[CH:9]=[CH:8][CH:7]=[C:6]([C:10]2[N:21]=[C:18]([CH3:19])[O:20][C:11]=2[CH2:12][CH2:13][CH3:14])[CH:5]=1. Reported procedure: A sample of rac-3-(2-bromo-pentanoyl)-benzoic acid methyl ester (1.50 g) and acetamide (0.89 g) were heated together to 130° C. for 15 h. The mixture was partitioned between AcOEt and brine, the organic layer was dried and evaporated and the residual oil was chromatographed on silica gel using AcOEt/hexane (1:3) as eluent to give 3-(2-methyl-5-propyl-oxazol-4-yl)-benzoic acid methyl ester (0.47 g) as a light-yellow oil. The reactants are CN1NC(C=2[C@H]3CC[C@@](C12)(C3(C)C)C)=O ((4S,7R)-1,7,8,8-tetramethyl-1,2,4,5,6,7-hexahydro-4,7-methano-indazol-3-one), CN1NC(C=2[C@H]3CC[C@@](C12)(C3(C)C)C)=O ((4S,7R)-1,7,8,8-tetramethyl-1,2,4,5,6,7-hexahydro-4,7-methano-indazol-3-one), FC1=C(CBr)C=CC=C1 (2-fluoro-benzyl bromide). The solvent is CN(C=O)C (N,N-dimethylformamide). Reaction conditions: temperature 100 celsius, time 5 day. The product is FC1=C(CN2N(C=3[C@@]4(CC[C@H](C3C2=O)C4(C)C)C)C)C=CC=C1 ((4S,7R)-2-(2-fluoro-benzyl)-1,7,8,8-tetramethyl-1,2,4,5,6,7-hexahydro-4,7-methano-indazol-3-one). Yield: 41.7%. As a reaction SMILES: [CH3:1][N:2]1[C:10]2[C@@:9]3([CH3:14])[C:11]([CH3:13])([CH3:12])[C@H:6]([CH2:7][CH2:8]3)[C:5]=2[C:4](=[O:15])[NH:3]1.[F:16][C:17]1[CH:24]=[CH:23][CH:22]=[CH:21][C:18]=1[CH2:19]Br>CN(C)C=O>[F:16][C:17]1[CH:24]=[CH:23][CH:22]=[CH:21][C:18]=1[CH2:19][N:3]1[C:4](=[O:15])[C:5]2[C@@H:6]3[C:11]([CH3:12])([CH3:13])[C@@:9]([CH3:14])([CH2:8][CH2:7]3)[C:10]=2[N:2]1[CH3:1]. Procedure details: A mixture of (4S,7R)-1,7,8,8-tetramethyl-1,2,4,5,6,7-hexahydro-4,7-methano-indazol-3-one (Intermediate 19; 100 mg, 0.49 mmol) and 2-fluoro-benzyl bromide (58 μL, 0.48 mmol) in N,N-dimethylformamide (5 mL) was heated at 100° C. overnight and then allowed to stand at room temperature for five days. The reaction mixture was evaporated and the residue was purified using a Biotage 40S system, eluting with 0-1% methanol/chloroform, followed by drying under high vacuum to give (4S,7R)-2-(2-fluoro-benzy... Conditions: time 4 day. Solvent: N1=CC=CC=C1 (pyridine). The product is C(C)(=O)OC1C[C@@H]([C@@H](CC1)NC(=O)OC(C)(C)C)NC(=O)OC(C)(C)C ((1R*,2S*)-4-Acetoxy-N1,N2-bis(tert-butoxycarbonyl)-1,2-cyclohexanediamine). Procedure details: (1R*,2S*)-N1,N2-Bis(tert-butoxycarbonyl)-4-hydroxy-1,2-cyclohexanediamine (Stereoisomer B) (1.74 g) was dissolved in pyridine (15 ml), and acetic anhydride (5 ml) was added to stir the mixture at room temperature for 4 days. 1N Hydrochloric acid was added to the reaction mixture, extraction was conducted with ethyl acetate, and the resultant organic layer was successively washed with 1N hydrochloric acid, a saturated aqueous solution of sodium hydrogencarbonate and saturated saline, and then dri... As a reaction SMILES: [C:1]([O:5][C:6]([NH:8][C@@H:9]1[CH2:14][CH2:13][CH:12]([OH:15])[CH2:11][C@@H:10]1[NH:16][C:17]([O:19][C:20]([CH3:23])([CH3:22])[CH3:21])=[O:18])=[O:7])([CH3:4])([CH3:3])[CH3:2].[C:24](OC(=O)C)(=[O:26])[CH3:25].Cl.C(OCC)(=O)C>N1C=CC=CC=1>[C:24]([O:15][CH:12]1[CH2:13][CH2:14][C@@H:9]([NH:8][C:6]([O:5][C:1]([CH3:4])([CH3:3])[CH3:2])=[O:7])[C@@H:10]([NH:16][C:17]([O:19][C:20]([CH3:23])([CH3:22])[CH3:21])=[O:18])[CH2:11]1)(=[O:26])[CH3:25]. Starting materials: C(C)(=O)OCC (ethyl acetate), C(C)(C)(C)OC(=O)N[C@H]1[C@H](CC(CC1)O)NC(=O)OC(C)(C)C ((1R*,2S*)-N1,N2-Bis(tert-butoxycarbonyl)-4-hydroxy-1,2-cyclohexanediamine), Cl (Hydrochloric acid), C(C)(=O)OC(C)=O (acetic anhydride). The reactants are CN(C1=CC=C(C=C1)[N+](=O)[O-])C=1SC2=C(C(N1)=O)C=CC=N2 (2-[N-methyl-N-(4-nitrophenyl)amino]-4H-pyrido[3,2-e]-1,3-thiazin-4-one), [H][H] (hydrogen). Reagents/catalysts: [Ni] (Raney nickel). Run in CN(C)C=O (DMF). Product: NC1=CC=C(C=C1)N(C)C=1SC2=C(C(N1)=O)C=CC=N2 (2-[N-(4-aminophenyl)-N-methylamino]-4H-pyrido[3,2-e]-1,3-thiazin-4-one). Yield: 72.2%. As a reaction SMILES: [CH3:1][N:2]([C:12]1[S:13][C:14]2[N:22]=[CH:21][CH:20]=[CH:19][C:15]=2[C:16](=[O:18])[N:17]=1)[C:3]1[CH:8]=[CH:7][C:6]([N+:9]([O-])=O)=[CH:5][CH:4]=1.[H][H]>[Ni].CN(C=O)C>[NH2:9][C:6]1[CH:7]=[CH:8][C:3]([N:2]([C:12]2[S:13][C:14]3[N:22]=[CH:21][CH:20]=[CH:19][C:15]=3[C:16](=[O:18])[N:17]=2)[CH3:1])=[CH:4][CH:5]=1. Procedure: A mixture of 1.505 g (4.79 mmol) of 2-[N-methyl-N-(4-nitrophenyl)amino]-4H-pyrido[3,2-e]-1,3-thiazin-4-one obtained in Example 63, 50 ml of DMF and about 1.5 g of Raney nickel was stirred in an atmosphere of hydrogen for 5 hours. The resulting insoluble matters were then removed by filtration. The resulting filtrate was then concentrated under reduced pressure. The residue was then recrystallized from ethanol to obtain 984 mg of 2-[N-(4-aminophenyl)-N-methylamino]-4H-pyrido[3,2-e]-1,3-thiazin-4-... Starting materials: C(C)(=O)[O-].[K+] (potassium acetate), C(C)(=O)O (acetic acid), ClCC(=O)C1=CC=CC=C1 (2-chloroacetophenone), O (water). Run in C(C)O (ethanol). Product: C(C)(=O)OCC(=O)C1=CC=CC=C1 (2-acetoxyacetophenone). The yield is 79.4%. RXN SMILES: [C:1]([O-:4])(=[O:3])[CH3:2].[K+].C(O)(=O)C.Cl[CH2:11][C:12]([C:14]1[CH:19]=[CH:18][CH:17]=[CH:16][CH:15]=1)=[O:13].O>C(O)C>[C:1]([O:4][CH2:11][C:12]([C:14]1[CH:19]=[CH:18][CH:17]=[CH:16][CH:15]=1)=[O:13])(=[O:3])[CH3:2] |f:0.1|. Procedure details: 78.5 g (0.80 mol) of potassium acetate, 5.0 g (0.08 mol) of acetic acid and 123.7 g (0.80 mol) of 2-chloroacetophenone was heated under reflux in 500 ml of ethanol for 6 hours. After the completion of heating, the reaction solution was cooled to room temperature, precipitated potassium chloride was filtered off, and ethanol was evaporated off under reduced pressure, giving an oily and caramel-like substance. The obtained oily substance was poured into 1 liter of water and the precipitated yellow... Starting materials: CC=1C(=NC=C(C1)C)N1CCN(CC1)C(=O)C1=C(C=C(C=C1)N1C(CCC1C)=O)N1C(CCC1)=O (1-{4-[4-(3,5-dimethylpyridin-2-yl)piperazine-1-carbonyl]-3-(2-oxopyrrolidin-1-yl)phenyl}-5-methylpyrrolidin-2-one), Cl.C(C)(=O)OCC (hydrogen chloride ethyl acetate). The solvent is C(C)(=O)OCC (ethyl acetate). The product is Cl.CC=1C(=NC=C(C1)C)N1CCN(CC1)C(=O)C1=C(C=C(C=C1)N1C(CCC1C)=O)N1C(CCC1)=O (1-{4-[4-(3,5-dimethylpyridin-2-yl)piperazine-1-carbonyl]-3-(2-oxopyrrolidin-1-yl)phenyl}-5-methylpyrrolidin-2-one hydrochloride). RXN SMILES: [CH3:1][C:2]1[C:3]([N:9]2[CH2:14][CH2:13][N:12]([C:15]([C:17]3[CH:22]=[CH:21][C:20]([N:23]4[CH:27]([CH3:28])[CH2:26][CH2:25][C:24]4=[O:29])=[CH:19][C:18]=3[N:30]3[CH2:34][CH2:33][CH2:32][C:31]3=[O:35])=[O:16])[CH2:11][CH2:10]2)=[N:4][CH:5]=[C:6]([CH3:8])[CH:7]=1.[ClH:36].C(OCC)(=O)C>C(OCC)(=O)C>[ClH:36].[CH3:1][C:2]1[C:3]([N:9]2[CH2:14][CH2:13][N:12]([C:15]([C:17]3[CH:22]=[CH:21][C:20]([N:23]4[CH:27]([CH3:28])[CH2:26][CH2:25][C:24]4=[O:29])=[CH:19][C:18]=3[N:30]3[CH2:34][CH2:33][CH2:32][C:31]3=[O:35])=[O:16])[CH2:11][CH2:10]2)=[N:4][CH:5]=[C:6]([CH3:8])[CH:7]=1 |f:1.2,4.5|. Reported procedure: tris(dibenzylideneacetone)dipalladium(0)-chloroform adduct (55 mg) and 2-di-tert-butylphosphino-3,4,5,6-tetramethyl-2′,4′,6′-triisopropyl-1,1′-biphenyl (26 mg) was added toluene (1 mL), and the mixture was stirred with heating under reflux for 8 hr. The reaction mixture was cooled, water was added, and the mixture was extracted with ethyl acetate, and the solvent was evaporated. The obtained residue was purified by column chromatography (ethyl acetate:methanol) to give 1-{4-[4-(3,5-dimethylpyrid... Reactants: C1CCOC1, COc1cccc(OC)c1-c1ccc(CC(NC(=O)c2c(Cl)cccc2Cl)C(=O)O)cc1, O=C(Cl)C(=O)Cl, CN(C)C=O. Product: COc1cccc(OC)c1-c1ccc(CC(NC(=O)c2c(Cl)cccc2Cl)C(=O)Cl)cc1. Reaction SMILES: [CH2:44]1[O:45][CH2:46][CH2:47][CH2:48]1.[Cl:1][c:2]1[c:3]([C:4](=[O:5])[NH:6][CH:7]([CH2:8][c:9]2[cH:10][cH:11][c:12](-[c:15]3[c:16]([O:23][CH3:24])[cH:17][cH:18][cH:19][c:20]3[O:21][CH3:22])[cH:13][cH:14]2)[C:25](=[O:26])[OH:27])[c:28]([Cl:32])[cH:29][cH:30][cH:31]1.[Cl:33][C:34]([C:35]([Cl:36])=[O:37])=[O:38].[O:39]=[CH:40][N:41]([CH3:42])[CH3:43]>>[Cl:1][c:2]1[c:3]([C:4](=[O:5])[NH:6][CH:7]([CH2:8][c:9]2[cH:10][cH:11][c:12](-[c:15]3[c:16]([O:23][CH3:24])[cH:17][cH:18][cH:19][c:20]3[O:21][CH3:22])[cH:13][cH:14]2)[C:25](=[O:27])[Cl:33])[c:28]([Cl:32])[cH:29][cH:30][cH:31]1.